From a dataset of the Open Reaction Database (ORD), a public repository of structured organic reaction records. describe an organic reaction: reactants, conditions, products, and yield Reactants: [C@@H]1([C@H](O)C[C@@H](CO)O1)N1C=NC=2C(=O)NC(N)=NC12 (3′-Deoxyguanosine), [C@@H]1([C@H](O)C[C@@H](CO)O1)N1C=NC=2C(=O)NC(N)=NC12 (3′-Deoxyguanosine), COP(=O)(OC)OC (trimethylphosphate), P(=O)(Cl)(Cl)Cl (phosphorus oxychloride). The product is P(=O)(O)(O)OC[C@@H]1C[C@H]([C@@H](O1)N1C=NC=2C(=O)NC(N)=NC12)O (3′-Deoxyguanosine 5′-monophosphate). Reaction SMILES: [C@@H:1]1([N:9]2[C:19]3[N:18]=[C:16]([NH2:17])[NH:15][C:13](=[O:14])[C:12]=3[N:11]=[CH:10]2)[O:8][C@H:5]([CH2:6][OH:7])[CH2:4][C@H:2]1[OH:3].C[O:21][P:22](OC)([O:24]C)=[O:23].P(Cl)(Cl)(Cl)=O>>[P:22]([O:7][CH2:6][C@H:5]1[O:8][C@@H:1]([N:9]2[C:19]3[N:18]=[C:16]([NH2:17])[NH:15][C:13](=[O:14])[C:12]=3[N:11]=[CH:10]2)[C@H:2]([OH:3])[CH2:4]1)([OH:24])([OH:23])=[O:21]. Procedure: 3′-Deoxyguanosine (Compound 1, commercial product from Sigma, 50 mg, 0.19 mmol) was stirred overnight with trimethylphosphate (2 mL) and phosphorus oxychloride (53 μL, 0.57 mmol) at 6° C. The reaction was quenched by adding 20 mL of water and neutralizing with 1 M NaHCO3. DEAE-Sephadex chromatography using a linear gradient of 0–0.9 M TEAB afforded Compound 3 (yield: 45 mg, 43%). The yield is 76.4%. Yields the product BrC1=CC(=C(C(=C1)[N+](=O)[O-])/C=C/C=O)F ((E)-3-(4-bromo-2-fluoro-6-nitrophenyl)acrylaldehyde). Procedure details: A mixture of (E)-2-(3,3-diethoxyprop-1-enyl)-1-fluoro-3-nitrobenzene (63.5 mg, 0.22 mmol), 1,3-dibromo-5,5-dimethylhydantoin (63.5 mg, 0.222 mmol, Aldrich) and sulfuric acid, 95% (0.5 mL, 7.14 mmol) was stirred at room temperature for 4 h. Ice (5 g) was added and the mixture was extracted with EtOAc (2×20 mL). The combined organic extracts were washed with saturated NaCl (6 mL) and dried over Na2SO4. The solution was filtered and concentrated in vacuo to give the crude material as a yellow oil. ... Reaction SMILES: C([O:3][CH:4](OCC)/[CH:5]=[CH:6]/[C:7]1[C:12]([N+:13]([O-:15])=[O:14])=[CH:11][CH:10]=[CH:9][C:8]=1[F:16])C.[Br:20]N1C(C)(C)C(=O)N(Br)C1=O.S(=O)(=O)(O)O>>[Br:20][C:10]1[CH:11]=[C:12]([N+:13]([O-:15])=[O:14])[C:7](/[CH:6]=[CH:5]/[CH:4]=[O:3])=[C:8]([F:16])[CH:9]=1. Reactants: C(C)OC(/C=C/C1=C(C=CC=C1[N+](=O)[O-])F)OCC ((E)-2-(3,3-diethoxyprop-1-enyl)-1-fluoro-3-nitrobenzene), BrN1C(=O)N(C(=O)C1(C)C)Br (1,3-dibromo-5,5-dimethylhydantoin), S(O)(O)(=O)=O (sulfuric acid), Ice. Run at time 4 hour. Reactants: Cc1nnc(C=Cc2ccccc2OCC2CO2)s1, CC(C)N, CC(C)O. The product is Cc1nnc(C=Cc2ccccc2OCC(O)CNC(C)C)s1. RXN SMILES: [CH3:1][c:2]1[s:3][c:4]([CH:7]=[CH:8][c:9]2[c:10]([O:15][CH2:16][CH:17]3[CH2:18][O:19]3)[cH:11][cH:12][cH:13][cH:14]2)[n:5][n:6]1.[CH3:20][CH:21]([CH3:22])[NH2:23].[CH:24]([OH:25])([CH3:26])[CH3:27]>>[CH3:1][c:2]1[s:3][c:4]([CH:7]=[CH:8][c:9]2[c:10]([O:15][CH2:16][CH:17]([CH2:18][NH:23][CH:21]([CH3:20])[CH3:22])[OH:19])[cH:11][cH:12][cH:13][cH:14]2)[n:5][n:6]1.